This data is from the Open Reaction Database (ORD), a public repository of structured organic reaction records. The task is: describe an organic reaction: reactants, conditions, products, and yield The reactants are CCCCCCCCCCCCCCCCCCN(C)CC(O)COC(c1ccccc1)(c1ccccc1)c1ccccc1, CN=C=O, c1ccncc1, c1ccccc1. Yields the product CCCCCCCCCCCCCCCCCCN(C)CC(COC(c1ccccc1)(c1ccccc1)c1ccccc1)OC(=O)NC. RXN SMILES: [CH3:1][N:2]([CH2:3][CH:4]([CH2:5][O:6][C:7]([c:8]1[cH:9][cH:10][cH:11][cH:12][cH:13]1)([c:14]1[cH:15][cH:16][cH:17][cH:18][cH:19]1)[c:20]1[cH:21][cH:22][cH:23][cH:24][cH:25]1)[OH:26])[CH2:27][CH2:28][CH2:29][CH2:30][CH2:31][CH2:32][CH2:33][CH2:34][CH2:35][CH2:36][CH2:37][CH2:38][CH2:39][CH2:40][CH2:41][CH2:42][CH2:43][CH3:44].[CH3:51][N:52]=[C:53]=[O:54].[cH:45]1[cH:46][cH:47][n:48][cH:49][cH:50]1.[cH:55]1[cH:56][cH:57][cH:58][cH:59][cH:60]1>>[CH3:1][N:2]([CH2:3][CH:4]([CH2:5][O:6][C:7]([c:8]1[cH:9][cH:10][cH:11][cH:12][cH:13]1)([c:14]1[cH:15][cH:16][cH:17][cH:18][cH:19]1)[c:20]1[cH:21][cH:22][cH:23][cH:24][cH:25]1)[O:26][C:53]([NH:52][CH3:51])=[O:54])[CH2:27][CH2:28][CH2:29][CH2:30][CH2:31][CH2:32][CH2:33][CH2:34][CH2:35][CH2:36][CH2:37][CH2:38][CH2:39][CH2:40][CH2:41][CH2:42][CH2:43][CH3:44]. Starting materials: BrB(Br)Br, ClCCl, COc1cccc(CC#N)c1. Product: N#CCc1cccc(O)c1. As a reaction SMILES: [B:12]([Br:13])([Br:14])[Br:15].[CH2:16]([Cl:17])[Cl:18].[CH3:1][O:2][c:3]1[cH:4][c:5]([CH2:9][C:10]#[N:11])[cH:6][cH:7][cH:8]1>>[OH:2][c:3]1[cH:4][c:5]([CH2:9][C:10]#[N:11])[cH:6][cH:7][cH:8]1. The reactants are CC=1C=C(C(=O)C2=CNC3=C(C=CN=C3C2=O)C)C=CC1C (3-(3,4-Dimethyl-benzoyl)-8-methyl-1H-[1,5]naphthyridin-4-one), [H-].[Na+] (sodium hydride), BrC1=NC(=CC=C1)CBr (2-bromo-6-bromomethyl-pyridine). Solvent: CN(C=O)C (N,N-dimethylformamide). The product is BrC1=CC=CC(=N1)CN1C=C(C(C2=NC=CC(=C12)C)=O)C(C1=CC(=C(C=C1)C)C)=O (1-(6-Bromo-pyridin-2-ylmethyl)-3-(3,4-dimethyl-benzoyl)-8-methyl-1H-[1,5]naphthyridin-4-one). Reaction SMILES: [CH3:1][C:2]1[CH:3]=[C:4]([CH:19]=[CH:20][C:21]=1[CH3:22])[C:5]([C:7]1[C:16](=[O:17])[C:15]2[C:10](=[C:11]([CH3:18])[CH:12]=[CH:13][N:14]=2)[NH:9][CH:8]=1)=[O:6].[H-].[Na+].[Br:25][C:26]1[CH:31]=[CH:30][CH:29]=[C:28]([CH2:32]Br)[N:27]=1>CN(C)C=O>[Br:25][C:26]1[N:27]=[C:28]([CH2:32][N:9]2[C:10]3[C:15](=[N:14][CH:13]=[CH:12][C:11]=3[CH3:18])[C:16](=[O:17])[C:7]([C:5](=[O:6])[C:4]3[CH:19]=[CH:20][C:21]([CH3:22])=[C:2]([CH3:1])[CH:3]=3)=[CH:8]2)[CH:29]=[CH:30][CH:31]=1 |f:1.2|. Procedure: Experimental conditions analogous to described for Step 3 of Example 1 were used with 93 mg (0.318 mmol) of 3-(3,4-Dimethyl-benzoyl)-8-methyl-1H-[1,5]naphthyridin-4-one, 15 mg (0.382 mmol, 60% dispersion in oil) of sodium hydride, 95.8 mg (0.382 mmol) of 2-bromo-6-bromomethyl-pyridine and 3.0 mL of N,N-dimethylformamide. The crude brown solid was purified by flash column chromatography using 30-100% ethyl acetate in hexane to yield 1-(6-Bromo-pyridin-2-ylmethyl)-3-(3,4-dimethyl-benzoyl)-8-methyl... Starting materials: Cc1cc(F)c(Br)cc1CC(Cl)(Cl)Cl, C[O-], CO, [Na+], O=S(=O)(O)O. Yields the product COC(=O)Cc1cc(Br)c(F)cc1C. RXN SMILES: [Br:1][c:2]1[c:3]([F:14])[cH:4][c:5]([CH3:13])[c:6]([CH2:8][C:9]([Cl:10])([Cl:11])[Cl:12])[cH:7]1.[CH3:15][O-:16].[CH3:23][OH:24].[Na+:17].[S:18]([OH:19])(=[O:20])(=[O:21])[OH:22]>>[Br:1][c:2]1[c:3]([F:14])[cH:4][c:5]([CH3:13])[c:6]([CH2:8][C:9]([O:16][CH3:15])=[O:19])[cH:7]1. The reactants are IC1=NNC2=NC=NC(=C21)N (3-iodo-1H-pyrazolo[3,4-d]pyrimidin-4-amine), [H-].[Na+] (sodium hydride), oil, ClC1=NC=CC(=C1)[N+](=O)[O-] (2-chloro-4-nitropyridine). The solvent is CN(C=O)C (N,N-dimethylformamide). Run at temperature 100 celsius, time 15 minute. The product is ClC1=NC=CC(=C1)N1N=C(C=2C1=NC=NC2N)I (1-(2-chloro-4-pyridyl)-3-iodo-1H-pyrazolo[3,4-d]pyrimidin-4-amine). Yield: 56.3%. RXN SMILES: [I:1][C:2]1[C:10]2[C:5](=[N:6][CH:7]=[N:8][C:9]=2[NH2:11])[NH:4][N:3]=1.[H-].[Na+].[Cl:14][C:15]1[CH:20]=[C:19]([N+]([O-])=O)[CH:18]=[CH:17][N:16]=1>CN(C)C=O>[Cl:14][C:15]1[CH:20]=[C:19]([N:4]2[C:5]3=[N:6][CH:7]=[N:8][C:9]([NH2:11])=[C:10]3[C:2]([I:1])=[N:3]2)[CH:18]=[CH:17][N:16]=1 |f:1.2|. Procedure details: A solution of 3-iodo-1H-pyrazolo[3,4-d]pyrimidin-4-amine (4.12 g, 0.016 mol) in N,N-dimethylformamide (50 mL) was reacted with 60% sodium hydride in oil (0.75 g, 0.019 mol) at ambient temperature. The mixture was stirred for 15 minutes, and 2-chloro-4-nitropyridine (3.00 g, 0.019 mol) was added. The mixture was heated at 100° C. for 18 hours. The mixture was cooled to room temperature and the precipitate was filtered, washing with N,N-dimethylformamide (20 mL), and then slurried in ethyl acetate...